From a dataset of the Open Reaction Database (ORD), a public repository of structured organic reaction records. describe an organic reaction: reactants, conditions, products, and yield The yield is 100.0%. Yields the product [Si](C)(C)(C(C)(C)C)O[C@H]1C[C@@H](CC2=CC=C3[C@@H]4CC=C(C(C)=O)[C@]4(CC[C@@H]3[C@@]12C)C)O[Si](C)(C)C(C)(C)C ((1α,3β)-1,3-bis((tert-butyl(dimethyl)silyl)oxy)pregna-5,7,16-trien-20-one). Reagents/catalysts: C=1C=CC(=CC1)[P](C=2C=CC=CC2)(C=3C=CC=CC3)[Pd]([P](C=4C=CC=CC4)(C=5C=CC=CC5)C=6C=CC=CC6)([P](C=7C=CC=CC7)(C=8C=CC=CC8)C=9C=CC=CC9)[P](C=1C=CC=CC1)(C=1C=CC=CC1)C=1C=CC=CC1 (tetrakis(triphenylphosphine)palladium(0)). Reaction SMILES: FC(F)(F)S(O[C:7]1[C@:8]2([CH2:25][CH2:24][C@H:23]3[C:13](=[CH:14][CH:15]=[C:16]4[C@:21]3([CH3:22])[C@@H:20]([O:26][Si:27]([C:30]([CH3:33])([CH3:32])[CH3:31])([CH3:29])[CH3:28])[CH2:19][C@H:18]([O:34][Si:35]([C:38]([CH3:41])([CH3:40])[CH3:39])([CH3:37])[CH3:36])[CH2:17]4)[C@@H:10]2[CH2:11][CH:12]=1)[CH3:9])(=O)=O.[C]=[O:45].CCCC[CH2:50][CH3:51].[Cl-].C[Al+]C>CC(N(C)C)=O.C1C=CC([P]([Pd]([P](C2C=CC=CC=2)(C2C=CC=CC=2)C2C=CC=CC=2)([P](C2C=CC=CC=2)(C2C=CC=CC=2)C2C=CC=CC=2)[P](C2C=CC=CC=2)(C2C=CC=CC=2)C2C=CC=CC=2)(C2C=CC=CC=2)C2C=CC=CC=2)=CC=1.O>[Si:27]([O:26][C@@H:20]1[C@@:21]2([CH3:22])[C:16](=[CH:15][CH:14]=[C:13]3[C@@H:23]2[CH2:24][CH2:25][C@@:8]2([CH3:9])[C@H:10]3[CH2:11][CH:12]=[C:7]2[C:50](=[O:45])[CH3:51])[CH2:17][C@@H:18]([O:34][Si:35]([C:38]([CH3:41])([CH3:40])[CH3:39])([CH3:36])[CH3:37])[CH2:19]1)([C:30]([CH3:32])([CH3:31])[CH3:33])([CH3:29])[CH3:28] |f:3.4,^3:43,^1:65,67,86,105|. Reported procedure: (1α,3β)-1,3-Bis((tert-butyl(dimethyl)silyl)oxy)androsta-5,7,16-trien-17-yl trifluoromethanesulfonate (40.3 g) was dissolved in dimethylacetamide (203 ml), followed by addition of tetrakis(triphenylphosphine)palladium(0) (703 mg). The resulting mixture was placed under reduced pressure and then placed in a carbon monoxide atmosphere. This procedure was further repeated twice. A 0.98 M hexane solution of dimethylaluminum chloride (74.4 ml) was added to the mixture at room temperature and then stir... Reactants: [C]=O (carbon monoxide), FC(S(=O)(=O)OC=1[C@]2(C)[C@@H](CC1)C1=CC=C3C[C@H](C[C@@H]([C@]3(C)[C@H]1CC2)O[Si](C)(C)C(C)(C)C)O[Si](C)(C)C(C)(C)C)(F)F ((1α,3β)-1,3-Bis((tert-butyl(dimethyl)silyl)oxy)androsta-5,7,16-trien-17-yl trifluoromethanesulfonate), CCCCCC (hexane), [Cl-].C[Al+]C (dimethylaluminum chloride). Solvent: O (water), CC(=O)N(C)C (dimethylacetamide). Run at time 20 minute. Reactants: CCCCOCCOc1ccc(-c2ccc3c(c2)C=C(C(=O)Nc2ccc(S(=O)Cc4cncn4CCC)cc2)CCCN3CC(C)C)cc1, CS(=O)(=O)O, CCOC(C)=O. The product is CCCCOCCOc1ccc(-c2ccc3c(c2)C=C(C(=O)Nc2ccc(S(=O)Cc4cncn4CCC)cc2)CCCN3CC(C)C)cc1, CS(=O)(=O)O. RXN SMILES: [CH2:1]([CH2:2][CH2:3][CH3:4])[O:5][CH2:6][CH2:7][O:8][c:9]1[cH:10][cH:11][c:12](-[c:15]2[cH:16][cH:17][c:18]3[c:19]([cH:50]2)[CH:20]=[C:21]([C:30](=[O:31])[NH:32][c:33]2[cH:34][cH:35][c:36]([S:39](=[O:40])[CH2:41][c:42]4[cH:43][n:44][cH:45][n:46]4[CH2:47][CH2:48][CH3:49])[cH:37][cH:38]2)[CH2:22][CH2:23][CH2:24][N:25]3[CH2:26][CH:27]([CH3:28])[CH3:29])[cH:13][cH:14]1.[CH3:51][S:52]([OH:53])(=[O:54])=[O:55].[CH3:56][CH2:57][O:58][C:59](=[O:60])[CH3:61]>>[CH2:1]([CH2:2][CH2:3][CH3:4])[O:5][CH2:6][CH2:7][O:8][c:9]1[cH:10][cH:11][c:12](-[c:15]2[cH:16][cH:17][c:18]3[c:19]([cH:50]2)[CH:20]=[C:21]([C:30](=[O:31])[NH:32][c:33]2[cH:34][cH:35][c:36]([S:39](=[O:40])[CH2:41][c:42]4[cH:43][n:44][cH:45][n:46]4[CH2:47][CH2:48][CH3:49])[cH:37][cH:38]2)[CH2:22][CH2:23][CH2:24][N:25]3[CH2:26][CH:27]([CH3:28])[CH3:29])[cH:13][cH:14]1.[CH3:51][S:52](=[O:53])(=[O:54])[OH:55]. Yields the product O=C(C(=O)N1C2C(N(C(C1CCC2)=O)CCCCC2=CC=CC=C2)=O)C2=CC(=C(C(=C2)OC)OC)OC (9-[Oxo-(3,4,5-trimethoxyphenyl)-acetyl]-3-(4-phenyl-butyl)-3,9-diaza-bicyclo[3.3.1]nonane-2,4-dione). Reaction SMILES: [C:1]1([CH2:7][CH2:8][CH2:9][CH2:10][N:11]2[C:18](=[O:19])[CH:17]3[NH:20][CH:13]([CH2:14][CH2:15][CH2:16]3)[C:12]2=[O:21])[CH:6]=[CH:5][CH:4]=[CH:3][CH:2]=1.O=[C:23]1[C:28]([O:29][CH3:30])=[C:27]([O:31][CH3:32])[C:26]([O:33][CH3:34])=[CH:25][CH:24]1[CH2:35][C:36]([OH:38])=O.C1C=CC2N([OH:48])N=NC=2C=1.CCN=C=NCCCN(C)C.Cl>C(Cl)Cl>[O:48]=[C:35]([C:24]1[CH:25]=[C:26]([O:33][CH3:34])[C:27]([O:31][CH3:32])=[C:28]([O:29][CH3:30])[CH:23]=1)[C:36]([N:20]1[CH:17]2[CH2:16][CH2:15][CH2:14][CH:13]1[C:12](=[O:21])[N:11]([CH2:10][CH2:9][CH2:8][CH2:7][C:1]1[CH:2]=[CH:3][CH:4]=[CH:5][CH:6]=1)[C:18]2=[O:19])=[O:38] |f:3.4|. Reported procedure: 3-(4-Phenylbutyl)-3,9-diaza-bicyclo[3.3.1]nonane-2,4-dione (Compound 14, 0.42 g, 1.47 mmol) and 2-oxo-3,4,5-trimethoxyphenylacetic acid (0.35 g, 1.47 mmol) were dissolved in CH2Cl2 (5 mL), and the solution was cooled to 0° C. HOBt (0.21 g, 1.54 mmol) was added, followed by EDC.HCl (0.30 g, 1.54 mmol) and TEA (0.15 g, 1.47 mmol). The reaction was allowed to reach room temperature and stirred for 5 hours. The volatiles were removed using a high-vacuum rotary evaporator. The residue was dissolved i... Isolated yield 33.4%. Conditions: temperature 0 celsius, time 5 hour. Reactants: TEA, C=1C=CC2=C(C1)N=NN2O (HOBt), CCN=C=NCCCN(C)C.Cl (EDC.HCl), C1(=CC=CC=C1)CCCCN1C(C2CCCC(C1=O)N2)=O (3-(4-Phenylbutyl)-3,9-diaza-bicyclo[3.3.1]nonane-2,4-dione), C1(=CC=CC=C1)CCCCN1C(C2CCCC(C1=O)N2)=O (3-(4-Phenylbutyl)-3,9-diaza-bicyclo[3.3.1]nonane-2,4-dione), O=C1C(C=C(C(=C1OC)OC)OC)CC(=O)O (2-oxo-3,4,5-trimethoxyphenylacetic acid). Run in C(Cl)Cl (CH2Cl2). Starting materials: C1(CC1)C1=CC(=NN1)NC1=NC(=NC=C1F)C1=CC=C(S1)[C@H](C)O ((S)-1-(5-(4-(5-cyclopropyl-1H-pyrazol-3-ylamino)-5-fluoropyrimidin-2-yl)thiophen-2yl)ethanol), C1(CC1)C1=CC(=NN1)NC1=NC(=NC=C1F)C1=CC=C(S1)[C@@H](C)O ((R)-1-(5-(4-(5-cyclopropyl-1H-pyrazol-3-ylamino)-5-fluoropyrimidin-2-yl)thiophen-2-yl)ethanol). Yields the product C1(CC1)C1=CC(=NN1)NC1=NC(=NC=C1F)C1=CC=C(S1)[C@H](C)O ((S)-1-(5-(4-(5-cyclopropyl-1H-pyrazol-3-ylamino)-5-fluoropyrimidin-2-yl)thiophen-2yl)ethanol), C1(CC1)C1=CC(=NN1)NC1=NC(=NC=C1F)C1=CC=C(S1)[C@@H](C)O ((R)-1-(5-(4-(5-cyclopropyl-1H-pyrazol-3-ylamino)-5-fluoropyrimidin-2-yl)thiophen-2-yl)ethanol), C1(CC1)C1=CC(=NN1)NC1=NC(=NC=C1F)C1=CC=C(S1)C(C)O (racemic 1-(5-(4-(5-cyclopropyl-1H-pyrazol-3-ylamino)-5-fluoropyrimidin-2-yl)thiophen-2-yl)ethanol). RXN SMILES: [CH:1]1([C:4]2[NH:8][N:7]=[C:6]([NH:9][C:10]3[C:15]([F:16])=[CH:14][N:13]=[C:12]([C:17]4[S:21][C:20]([C@@H:22]([OH:24])[CH3:23])=[CH:19][CH:18]=4)[N:11]=3)[CH:5]=2)[CH2:3][CH2:2]1.[CH:25]1([C:28]2[NH:32][N:31]=[C:30]([NH:33][C:34]3[C:39]([F:40])=[CH:38][N:37]=[C:36]([C:41]4[S:45][C:44]([C@H:46]([OH:48])[CH3:47])=[CH:43][CH:42]=4)[N:35]=3)[CH:29]=2)[CH2:27][CH2:26]1>>[CH:1]1([C:4]2[NH:8][N:7]=[C:6]([NH:9][C:10]3[C:15]([F:16])=[CH:14][N:13]=[C:12]([C:17]4[S:21][C:20]([C@@H:22]([OH:24])[CH3:23])=[CH:19][CH:18]=4)[N:11]=3)[CH:5]=2)[CH2:3][CH2:2]1.[CH:25]1([C:28]2[NH:32][N:31]=[C:30]([NH:33][C:34]3[C:39]([F:40])=[CH:38][N:37]=[C:36]([C:41]4[S:45][C:44]([C@H:46]([OH:48])[CH3:47])=[CH:43][CH:42]=4)[N:35]=3)[CH:29]=2)[CH2:27][CH2:26]1.[CH:1]1([C:4]2[NH:8][N:7]=[C:6]([NH:9][C:10]3[C:15]([F:16])=[CH:14][N:13]=[C:12]([C:17]4[S:21][C:20]([CH:22]([OH:24])[CH3:23])=[CH:19][CH:18]=4)[N:11]=3)[CH:5]=2)[CH2:3][CH2:2]1. Procedure details: (S)-1-(5-(4-(5-cyclopropyl-1H-pyrazol-3-ylamino)-5-fluoropyrimidin-2-yl)thiophen-2yl)ethanol (Compound 144) (80 mg) and (R)-1-(5-(4-(5-cyclopropyl-1H-pyrazol-3-ylamino)-5-fluoropyrimidin-2-yl)thiophen-2-yl)ethanol (Compound 147) (75 mg) were obtained by Prep-Chiral-HPLC from the above racemic 1-(5-(4-(5-cyclopropyl-1H-pyrazol-3-ylamino)-5-fluoropyrimidin-2-yl)thiophen-2-yl)ethanol (350 mg). The stereostructure of and (R)-1-(5-(4-(5-cyclopropyl-1H-pyrazol-3-ylamino)-5-fluoropyrimidin-2-yl)thiophe... Starting materials: CCc1ccc(NC2=NC(=N)CS2)cc1, N=C1NC(=N)C2=C1CCCC2c1ccc(Cl)cc1, Cl, Cl, N=C1CSC(=N)N1. Product: CCc1ccc(NC2=NC(=N)C(=C3NC(=N)C4=C3C(c3ccc(Cl)cc3)CCC4)S2)cc1. As a reaction SMILES: [CH2:20]([CH3:21])[c:22]1[cH:23][cH:24][c:25]([NH:26][C:27]2=[N:31][C:30](=[NH:32])[CH2:29][S:28]2)[cH:33][cH:34]1.[Cl:1][c:2]1[cH:3][cH:4][c:5]([CH:8]2[C:9]3=[C:13]([C:12](=[NH:17])[NH:11][C:10]3=[NH:18])[CH2:14][CH2:15][CH2:16]2)[cH:6][cH:7]1.[ClH:19].[ClH:35].[NH:36]=[C:37]1[NH:38][C:39](=[NH:40])[CH2:41][S:42]1>>[Cl:1][c:2]1[cH:3][cH:4][c:5]([CH:8]2[C:9]3=[C:13]([C:12](=[NH:17])[NH:11][C:10]3=[C:29]3[S:28][C:27]([NH:26][c:25]4[cH:24][cH:23][c:22]([CH2:20][CH3:21])[cH:34][cH:33]4)=[N:31][C:30]3=[NH:32])[CH2:14][CH2:15][CH2:16]2)[cH:6][cH:7]1. The reactants are [Si](C)(C)(C(C)(C)C)OCC1=CC=CC(=N1)NC=1SC=CN1 (6-(((tert-butyl(dimethyl)silyl)oxy)methyl)-N-thiazol-2-ylpyridin-2-amine), ClN1C(CCC1=O)=O (N-chlorosuccinimide). Run in O1CCOCC1 (1,4-dioxane), C(C)(=O)OCC (ethyl acetate). Yields the product [Si](C)(C)(C(C)(C)C)OCC1=CC=CC(=N1)NC=1SC(=CN1)Cl (6-(((tert-butyl(dimethyl)silyl)oxy)methyl)-N-(5-chlorothiazol-2-yl)pyridin-2-amine). Reaction SMILES: [Si:1]([O:8][CH2:9][C:10]1[N:15]=[C:14]([NH:16][C:17]2[S:18][CH:19]=[CH:20][N:21]=2)[CH:13]=[CH:12][CH:11]=1)([C:4]([CH3:7])([CH3:6])[CH3:5])([CH3:3])[CH3:2].[Cl:22]N1C(=O)CCC1=O>O1CCOCC1.C(OCC)(=O)C>[Si:1]([O:8][CH2:9][C:10]1[N:15]=[C:14]([NH:16][C:17]2[S:18][C:19]([Cl:22])=[CH:20][N:21]=2)[CH:13]=[CH:12][CH:11]=1)([C:4]([CH3:7])([CH3:5])[CH3:6])([CH3:2])[CH3:3]. Procedure details: 2 g of 6-(((tert-butyl(dimethyl)silyl)oxy)methyl)-N-thiazol-2-ylpyridin-2-amine obtained in Example 5-(2) was dissolved in 20 ml of 1,4-dioxane, and then 832 mg of N-chlorosuccinimide was added thereto at room temperature. The reaction mixture was heated under reflux for 2 hours, cooled to room temperature, diluted with ethyl acetate, and then washed with water and brine. The resulting organic layer was dried over anhydrous magnesium sulfate and filtered, and the filtrate was concentrated in vac...